Dataset: the Open Reaction Database (ORD), a public repository of structured organic reaction records. Task: describe an organic reaction: reactants, conditions, products, and yield The reactants are CC1CCC(C(=O)N(c2cc(C3=CCCCC3)sc2C(=O)O)C2CCN(C)CC2)CC1, O=C([O-])[O-], CN(C)C=O, CC(C)(C)C(=O)OCCl, [Cs+], [Cs+]. Yields the product CC1CCC(C(=O)N(c2cc(C3=CCCCC3)sc2C(=O)OCOC(=O)C(C)(C)C)C2CCN(C)CC2)CC1. As a reaction SMILES: [C:1]1([c:7]2[cH:8][c:9]([N:15]([CH:16]3[CH2:17][CH2:18][N:19]([CH3:22])[CH2:20][CH2:21]3)[C:23](=[O:24])[CH:25]3[CH2:26][CH2:27][CH:28]([CH3:31])[CH2:29][CH2:30]3)[c:10]([C:12](=[O:13])[OH:14])[s:11]2)=[CH:2][CH2:3][CH2:4][CH2:5][CH2:6]1.[C:32](=[O:33])([O-:34])[O-:35].[CH3:47][N:48]([CH3:49])[CH:50]=[O:51].[Cl:38][CH2:39][O:40][C:41]([C:42]([CH3:43])([CH3:44])[CH3:45])=[O:46].[Cs+:36].[Cs+:37]>>[C:1]1([c:7]2[cH:8][c:9]([N:15]([CH:16]3[CH2:17][CH2:18][N:19]([CH3:22])[CH2:20][CH2:21]3)[C:23](=[O:24])[CH:25]3[CH2:26][CH2:27][CH:28]([CH3:31])[CH2:29][CH2:30]3)[c:10]([C:12]([O:13][CH2:39][O:40][C:41]([C:42]([CH3:43])([CH3:44])[CH3:45])=[O:46])=[O:14])[s:11]2)=[CH:2][CH2:3][CH2:4][CH2:5][CH2:6]1. Starting materials: Cl (hydrochloric acid), C(C=C)ON=C(C(=O)NC1[C@@H]2N(C(=C(CS2)CSC2=NN=NN2CCC(=O)O)C(=O)O)C1=O)C=1N=C(SC1)NC=O (7-[2-allyloxyimino-2-(2-formamidothiazol-4-yl)acetamido]-3-[1-(2-carboxyethyl)-1H-tetrazol-5-yl]thiomethyl-3-cephem-4-carboxylic acid). The solvent is CO (methanol). Reaction conditions: time 30 minute. Product: C(C=C)ON=C(C(=O)NC1[C@@H]2N(C(=C(CS2)CSC2=NN=NN2CCC(=O)O)C(=O)O)C1=O)C=1N=C(SC1)N (7-[2-allyloxyimino-2-(2-aminothiazol-4-yl)acetamido]-3-[1-(2-carboxyethyl)-1H-tetrazol-5-yl]thiomethyl-3-cephem-4-carboxylic acid). Isolated yield 18.8%. As a reaction SMILES: Cl.[CH2:2]([O:5][N:6]=[C:7]([C:35]1[N:36]=[C:37]([NH:40]C=O)[S:38][CH:39]=1)[C:8]([NH:10][CH:11]1[C:33](=[O:34])[N:13]2[C:14]([C:30]([OH:32])=[O:31])=[C:15]([CH2:18][S:19][C:20]3[N:24]([CH2:25][CH2:26][C:27]([OH:29])=[O:28])[N:23]=[N:22][N:21]=3)[CH2:16][S:17][C@H:12]12)=[O:9])[CH:3]=[CH2:4]>CO>[CH2:2]([O:5][N:6]=[C:7]([C:35]1[N:36]=[C:37]([NH2:40])[S:38][CH:39]=1)[C:8]([NH:10][CH:11]1[C:33](=[O:34])[N:13]2[C:14]([C:30]([OH:32])=[O:31])=[C:15]([CH2:18][S:19][C:20]3[N:24]([CH2:25][CH2:26][C:27]([OH:29])=[O:28])[N:23]=[N:22][N:21]=3)[CH2:16][S:17][C@H:12]12)=[O:9])[CH:3]=[CH2:4]. Procedure details: Conc. hydrochloric acid (572 mg) was added to a solution of 7-[2-allyloxyimino-2-(2-formamidothiazol-4-yl)acetamido]-3-[1-(2-carboxyethyl)-1H-tetrazol-5-yl]thiomethyl-3-cephem-4-carboxylic acid (syn isomer) (2.28 g) in methanol (16 ml) at ambient temperature and the mixture was stirred for 30 minutes. The reaction mixture was post-treated according to a conventional manner to give 7-[2-allyloxyimino-2-(2-aminothiazol-4-yl)acetamido]-3-[1-(2-carboxyethyl)-1H-tetrazol-5-yl]thiomethyl-3-cephem-4-ca... Reactants: C(C)OC(C(C(=O)OCC)NC(=O)OCC1=CC=CC=C1)=O (2-benzyloxycarbonylaminomalonic acid diethyl ester), ICC(CC)CC (iodo-2-ethylbutane), [OH-].[Li+] (lithium hydroxide). Run in CN1C(CCC1)=O (N-methylpyrrolidone), ice water. Run at time 2 day. Yields the product C(C)OC(C(C(=O)OCC)(CC(CC)CC)NC(=O)OCC1=CC=CC=C1)=O (2-benzyloxycarbonylamino-2-(2-ethylbutyl)malonic acid diethyl ester). The yield is 33.0%. As a reaction SMILES: [CH2:1]([O:3][C:4](=[O:22])[CH:5]([NH:11][C:12]([O:14][CH2:15][C:16]1[CH:21]=[CH:20][CH:19]=[CH:18][CH:17]=1)=[O:13])[C:6]([O:8][CH2:9][CH3:10])=[O:7])[CH3:2].I[CH2:24][CH:25]([CH2:28][CH3:29])[CH2:26][CH3:27].[OH-].[Li+]>CN1CCCC1=O>[CH2:9]([O:8][C:6](=[O:7])[C:5]([NH:11][C:12]([O:14][CH2:15][C:16]1[CH:21]=[CH:20][CH:19]=[CH:18][CH:17]=1)=[O:13])([CH2:24][CH:25]([CH2:28][CH3:29])[CH2:26][CH3:27])[C:4]([O:3][CH2:1][CH3:2])=[O:22])[CH3:10] |f:2.3|. Procedure details: A mixture of 2-benzyloxycarbonylaminomalonic acid diethyl ester (Bladon, C. M. J. Chem. Soc. Perkin Trans. 1990, 1, 1151-1158) (1.237 g), iodo-2-ethylbutane (1.272 g) and lithium hydroxide (0.287 g) in N-methylpyrrolidone (8 mL) was stirred for 2 days at room temperature and then diluted with ice water. The aqueous solution was extracted with ether and the product purified by chromatography on silica gel to give 2-benzyloxycarbonylamino-2-(2-ethylbutyl)malonic acid diethyl ester (0.520 g).